From a dataset of the Open Reaction Database (ORD), a public repository of structured organic reaction records. describe an organic reaction: reactants, conditions, products, and yield Reactants: C(C)(C)(C)OC(N(CC1=CC=C(C=C1)CN(CC1=NC=C(C=C1)C)CC=1NC=CN1)CCCCN(CCC)CCC)=O ((4-dipropylaminobutyl)-(4-{[(1H-imidazol-2-ylmethyl)-(5-methylpyridin-2-ylmethyl)amino]methyl}benzyl)carbamic acid t-butyl ester), Cl.C(C)OCC (hydrogen chloride diethyl ether). Solvent: CO (methanol). Conditions: temperature 40 celsius, time 1 hour. Yields the product N1C(=NC=C1)CN(CC1=NC=C(C=C1)C)CC1=CC=C(CNCCCCN(CCC)CCC)C=C1 (N-(4-{[(1H-imidazol-2-ylmethyl)-(5-methylpyridine-2-ylmethyl)-amino]-methyl}-benzyl)-N′,N′-dipropylbutane-1,4-diamine). As a reaction SMILES: C(OC(=O)[N:7]([CH2:31][CH2:32][CH2:33][CH2:34][N:35]([CH2:39][CH2:40][CH3:41])[CH2:36][CH2:37][CH3:38])[CH2:8][C:9]1[CH:14]=[CH:13][C:12]([CH2:15][N:16]([CH2:25][C:26]2[NH:27][CH:28]=[CH:29][N:30]=2)[CH2:17][C:18]2[CH:23]=[CH:22][C:21]([CH3:24])=[CH:20][N:19]=2)=[CH:11][CH:10]=1)(C)(C)C.Cl.C(OCC)C>CO>[NH:27]1[CH:28]=[CH:29][N:30]=[C:26]1[CH2:25][N:16]([CH2:15][C:12]1[CH:13]=[CH:14][C:9]([CH2:8][NH:7][CH2:31][CH2:32][CH2:33][CH2:34][N:35]([CH2:36][CH2:37][CH3:38])[CH2:39][CH2:40][CH3:41])=[CH:10][CH:11]=1)[CH2:17][C:18]1[CH:23]=[CH:22][C:21]([CH3:24])=[CH:20][N:19]=1 |f:1.2|. Procedure: The compound (35.5 mg) obtained in Example 75-2 was dissolved in methanol (1.0 ml) and then added with a 1 mol/l hydrogen chloride/diethyl ether solution (2 ml), followed by stirring at 40° C. for 1 hour. The solvent was distilled off, thereby obtaining hydrochloride (36.9 mg) of the subject compound as a yellow solid. Reactants: CC=1C=C(C=CC1)C1=CC(NC=C1C1=CC=NC=C1)=O (4-(3-methylphenyl)-5-(4-pyridyl)-1H-pyrid-2-one), O=P(Cl)(Cl)Cl (POCl3). Product: ClC1=NC=C(C(=C1)C1=CC(=CC=C1)C)C1=CC=NC=C1 (2-chloro-4-(3-methylphenyl)-5-(4-pyridyl)pyridine). As a reaction SMILES: [CH3:1][C:2]1[CH:3]=[C:4]([C:8]2[C:13]([C:14]3[CH:19]=[CH:18][N:17]=[CH:16][CH:15]=3)=[CH:12][NH:11][C:10](=O)[CH:9]=2)[CH:5]=[CH:6][CH:7]=1.O=P(Cl)(Cl)[Cl:23]>>[Cl:23][C:10]1[CH:9]=[C:8]([C:4]2[CH:5]=[CH:6][CH:7]=[C:2]([CH3:1])[CH:3]=2)[C:13]([C:14]2[CH:19]=[CH:18][N:17]=[CH:16][CH:15]=2)=[CH:12][N:11]=1. Reported procedure: 4-(3-methylphenyl)-5-(4-pyridyl)-1H-pyrid-2-one (33 mg, 0.13 mmole) in POCl3 (2 mL) was heated to 105° C. for 12 hr. POCl3 was removed under reduced pressure. The residue was diluted with methylene chloride and was carefully quenched with aqueous sodium carbonate. Standard work up, followed by purification (silica gel, hexane/ethyl acetate) gave the title compound. MS (m/z): Calcd. C17H13N2Cl (M+): 280.5, found (M+H)+: 281 and 283. Starting materials: C1(=CC=CC=C1)C(N)C(O)C(=O)O (3-phenyl-isoserine), C(C1=CC=CC=C1)(=O)Cl (benzoyl chloride). Solvent: C([O-])(O)=O.[Na+] (sodium bicarbonate). The product is C(C1=CC=CC=C1)(=O)NC(C(O)C(=O)O)C1=CC=CC=C1 (N-benzoyl-3-phenyl-isoserine). Reaction SMILES: [C:1]1([CH:7]([CH:9]([C:11]([OH:13])=[O:12])[OH:10])[NH2:8])[CH:6]=[CH:5][CH:4]=[CH:3][CH:2]=1.[C:14](Cl)(=[O:21])[C:15]1[CH:20]=[CH:19][CH:18]=[CH:17][CH:16]=1>C(=O)(O)[O-].[Na+]>[C:14]([NH:8][CH:7]([C:1]1[CH:2]=[CH:3][CH:4]=[CH:5][CH:6]=1)[CH:9]([C:11]([OH:13])=[O:12])[OH:10])(=[O:21])[C:15]1[CH:20]=[CH:19][CH:18]=[CH:17][CH:16]=1 |f:2.3|. Procedure details: reacting said 3-phenyl-isoserine derivative with said benzoyl chloride in sodium bicarbonate to form N-benzoyl-3-phenyl-isoserine. The reactants are S(O)(O)(=O)=O (sulfuric acid), [N+](=O)([O-])C=1C=C(NC1)C(=O)O (4-nitropyrrole-2-carboxylic acid), CO (methanol), O (water). Reaction conditions: temperature 0 celsius, time 2 day. The product is CC1=C(NC=C1[N+](=O)[O-])C(=O)O (Methyl-4-nitropyrrole-2-carboxylic acid). Reaction SMILES: [N+:1]([C:4]1[CH:5]=[C:6]([C:9]([OH:11])=[O:10])[NH:7][CH:8]=1)([O-:3])=[O:2].S(=O)(=O)(O)O.O.[CH3:18]O>>[CH3:18][C:5]1[C:4]([N+:1]([O-:3])=[O:2])=[CH:8][NH:7][C:6]=1[C:9]([OH:11])=[O:10]. Procedure details: To a solution of sodium nitrite (714 g, 10.2 mol) in 700 ml of water at 50° C.±5° C. was added over a period of 3 hours a solution of mucobromic acid (48) (700 g, 2.7 mol) in 700 ml of warm ethanol. The reaction was stirred for 15 minutes, cooled to 0° C., and 700 ml of ethanol was added. The resulting orange precipitate was collected by vacuum filtration and dried in vacuo to yield sodium nitromalondialdehyde monohydrate (305 g, 1.9 mol) which was used in the next step without further purificat...